This data is from the Open Reaction Database (ORD), a public repository of structured organic reaction records. The task is: describe an organic reaction: reactants, conditions, products, and yield Starting materials: C=CCc1c(OC)c(OC)cc2ncnc(Nc3ccc(Cl)cc3)c12, CO. The product is COc1cc2ncnc3c2c(c1OC)CC(O)N3c1ccc(Cl)cc1. Reaction SMILES: [CH2:1]([CH:2]=[CH2:3])[c:4]1[c:5]2[c:6]([NH:18][c:19]3[cH:20][cH:21][c:22]([Cl:25])[cH:23][cH:24]3)[n:7][cH:8][n:9][c:10]2[cH:11][c:12]([O:16][CH3:17])[c:13]1[O:14][CH3:15].[CH3:26][OH:27]>>[CH2:1]1[CH:2]([OH:27])[N:18]([c:19]2[cH:20][cH:21][c:22]([Cl:25])[cH:23][cH:24]2)[c:6]2[c:5]3[c:4]1[c:13]([O:14][CH3:15])[c:12]([O:16][CH3:17])[cH:11][c:10]3[n:9][cH:8][n:7]2. The reactants are N#Cc1cccc(Oc2ncccc2OCCCc2ccncc2)c1, CO, [Na+], [OH-]. The product is O=C(O)c1cccc(Oc2ncccc2OCCCc2ccncc2)c1. RXN SMILES: [C:1](#[N:2])[c:3]1[cH:4][c:5]([O:6][c:7]2[n:8][cH:9][cH:10][cH:11][c:12]2[O:13][CH2:14][CH2:15][CH2:16][c:17]2[cH:18][cH:19][n:20][cH:21][cH:22]2)[cH:23][cH:24][cH:25]1.[CH3:28][OH:29].[Na+:27].[OH-:26]>>[C:1]([c:3]1[cH:4][c:5]([O:6][c:7]2[n:8][cH:9][cH:10][cH:11][c:12]2[O:13][CH2:14][CH2:15][CH2:16][c:17]2[cH:18][cH:19][n:20][cH:21][cH:22]2)[cH:23][cH:24][cH:25]1)(=[O:26])[OH:29]. Reactants: C(CCC)N(CCCC)CCCC (tributylamine), CC(C=CC=1C=NC(=CC1)OC)NC(C1=C(C=CC=C1)I)=O (rac. 2-iodo-benzoic acid-[1-methyl-3-(6-methoxy-pyridin-3-yl)-allylamide]). The reagents and catalysts are [Cl-].C(CCC)[N+](CCCC)(CCCC)CCCC (tetrabutylammonium chloride), C(C)(=O)[O-].C(C)(=O)[O-].[Pd+2] (palladium diacetate). The solvent is CN(C)C=O (DMF). Reaction conditions: temperature 150 celsius, time 20 hour. Yields the product COC1=CC=C(C=N1)C=C1C(NC(C2=CC=CC=C12)=O)C (rac. 4-[1-(6-methoxy-pyridin-3-yl)-methylidene]-3-methyl-3,4-dihydro-2H-isoquinolin-1-one). RXN SMILES: [CH3:1][CH:2]([NH:13][C:14](=[O:22])[C:15]1[CH:20]=[CH:19][CH:18]=[CH:17][C:16]=1I)[CH:3]=[CH:4][C:5]1[CH:6]=[N:7][C:8]([O:11][CH3:12])=[CH:9][CH:10]=1.C(N(CCCC)CCCC)CCC>[Cl-].C([N+](CCCC)(CCCC)CCCC)CCC.CN(C=O)C.C([O-])(=O)C.C([O-])(=O)C.[Pd+2]>[CH3:12][O:11][C:8]1[N:7]=[CH:6][C:5]([CH:4]=[C:3]2[C:20]3[C:15](=[CH:16][CH:17]=[CH:18][CH:19]=3)[C:14](=[O:22])[NH:13][CH:2]2[CH3:1])=[CH:10][CH:9]=1 |f:2.3,5.6.7|. Reported procedure: Under a N2 atmosphere, 8 g (19 mmol) of an (E/Z) mixture of rac. 2-iodo-benzoic acid-[1-methyl-3-(6-methoxy-pyridin-3-yl)-allylamide], 5.9 g (19 mmol) of tetrabutylammonium chloride and 0.12 g of palladium diacetate are dissolved in 170 ml of DMF, then 8.9 g (48 mmol) of tributylamine are added and stirred for 20 h at 150° C. The mixture is filtered and the DMF is partially evaporated on a RE. The residue is dissolved with EtOAc and water, the water phase separated, extracted twice with EtOAc an...